From a dataset of the Open Reaction Database (ORD), a public repository of structured organic reaction records. describe an organic reaction: reactants, conditions, products, and yield Reactants: P-toluenesulfonic acid monohydrate, C(C)S(=O)(=O)C1=CC=C(OC=2C(=CC3=C(NC(=N3)C3=NC=CC=C3)C2)C(CCCO)O)C=C1 (1-(6-(4-(ethylsulfonyl)phenoxy)-2-pyridin-2-yl-1H-benzimidazol-5-yl)butane-1,4-diol). Solvent: C(Cl)(Cl)Cl (chloroform). Reaction conditions: time 8 hour. The product is O1C(CCC1)C1=CC2=C(NC(=N2)C2=NC=CC=C2)C=C1OC1=CC=C(C=C1)S(=O)(=O)CC (5-(tetrahydrofuran-2-yl)-6-(4-(ethylsulfonyl)phenoxy)-2-pyridin-2-yl-1H-benzimidazole). As a reaction SMILES: [CH2:1]([S:3]([C:6]1[CH:33]=[CH:32][C:9]([O:10][C:11]2[C:12]([CH:26]([OH:31])[CH2:27][CH2:28][CH2:29]O)=[CH:13][C:14]3[N:18]=[C:17]([C:19]4[CH:24]=[CH:23][CH:22]=[CH:21][N:20]=4)[NH:16][C:15]=3[CH:25]=2)=[CH:8][CH:7]=1)(=[O:5])=[O:4])[CH3:2]>C(Cl)(Cl)Cl>[O:31]1[CH2:29][CH2:28][CH2:27][CH:26]1[C:12]1[C:11]([O:10][C:9]2[CH:32]=[CH:33][C:6]([S:3]([CH2:1][CH3:2])(=[O:5])=[O:4])=[CH:7][CH:8]=2)=[CH:25][C:15]2[NH:16][C:17]([C:19]3[CH:24]=[CH:23][CH:22]=[CH:21][N:20]=3)=[N:18][C:14]=2[CH:13]=1. Procedure details: P-toluenesulfonic acid monohydrate (20 mg) was added to a chloroform (4 ml) solution of 1-(6-(4-(ethylsulfonyl)phenoxy)-2-pyridin-2-yl-1H-benzimidazol-5-yl)butane-1,4-diol (81 mg) obtained in (step 1), and the reaction liquid was stirred overnight with heating under reflux. The solvent was evaporated away under reduced pressure, and the reaction mixture was purified through reversed-phase middle-pressure liquid chromatography (ODS-AS-360-CC (by YMC), mobile phase: water/acetonitrile/0.1% trifluo... Reactants: COS(=O)(=O)OC, CC(=O)O, Cc1ncc([N+](=O)[O-])[nH]1. Product: Cc1ncc([N+](=O)[O-])n1C. Reaction SMILES: [CH3:10][O:11][S:12]([O:13][CH3:14])(=[O:15])=[O:16].[CH3:17][C:18](=[O:19])[OH:20].[CH3:1][c:2]1[nH:3][c:4]([N+:7](=[O:8])[O-:9])[cH:5][n:6]1>>[CH3:1][c:2]1[n:3]([CH3:10])[c:4]([N+:7](=[O:8])[O-:9])[cH:5][n:6]1.